Dataset: the Open Reaction Database (ORD), a public repository of structured organic reaction records. Task: describe an organic reaction: reactants, conditions, products, and yield Reactants: O=C([O-])[O-], COCCOC, [Cs+], [Cs+], O=S(=O)(C1=CCCCC1)C(F)(F)F, OB(O)c1cc(F)ccc1F, O. The product is Fc1ccc(F)c(C2=CCCCC2)c1. Reaction SMILES: [C:14](=[O:15])([O-:16])[O-:17].[CH2:32]([CH2:33][O:34][CH3:35])[O:36][CH3:37].[Cs+:18].[Cs+:19].[F:1][C:2]([F:3])([F:4])[S:5]([C:6]1=[CH:7][CH2:8][CH2:9][CH2:10][CH2:11]1)(=[O:12])=[O:13].[F:20][c:21]1[c:22]([B:28]([OH:29])[OH:30])[cH:23][c:24]([F:27])[cH:25][cH:26]1.[OH2:31]>>[C:6]1([c:22]2[c:21]([F:20])[cH:26][cH:25][c:24]([F:27])[cH:23]2)=[CH:7][CH2:8][CH2:9][CH2:10][CH2:11]1. Reactants: C1(C=CCCC1)ON=C(C(=O)O)C=1N=C(SC1)N (2-(2-cyclohexen-1-yl)oxyimino-2-(2-aminothiazol-4-yl)acetic acid), O (water), C[Si](C)(C)CC(=O)N (trimethylsilylacetamide), O (water), P(=O)(Cl)(Cl)Cl (phosphoryl chloride), P(=O)(Cl)(Cl)Cl (phosphoryl chloride). The solvent is CN(C=O)C (N,N-dimethylformamide), O1CCCC1 (tetrahydrofuran). Reaction conditions: time 20 minute. Product: Cl.C1(C=CCCC1)ON ((2-cyclohexen-1-yl)oxyamine hydrochloride). As a reaction SMILES: [CH:1]1([O:7][N:8]=C(C2N=C(N)SC=2)C(O)=O)[CH2:6][CH2:5][CH2:4][CH:3]=[CH:2]1.O.P(Cl)(Cl)([Cl:22])=O.C[Si](CC(N)=O)(C)C>O1CCCC1.CN(C)C=O>[ClH:22].[CH:1]1([O:7][NH2:8])[CH2:6][CH2:5][CH2:4][CH:3]=[CH:2]1 |f:6.7|. Reported procedure: A solution of 2-(2-cyclohexen-1-yl)oxyimino-2-(2-aminothiazol-4-yl)acetic acid (syn isomer) (1.91 g: This material contains 8% of water) in tetrahydrofuran (20 ml) was stirred at below 5° C. To the solution was added phosphoryl chloride (1.4 g) and the stirring was continued for 20 minutes at below 5° C. To the solution was added trimethylsilylacetamide (1.11 g: This reagent contains 8% of water) and the stirring was continued for 20 minutes at the same temperature. And to the solution was added... The reactants are BrCC(=O)OCC (ethyl bromoacetate), C(C)(=O)C1=CC=C(C=C1)C1=C(C=C(C=C1)F)F (4-acetyl-2',4'-difluorobiphenyl), [Al+3].[Cl-].[Cl-].[Cl-] (AlCl3), FC1=C(C=CC(=C1)F)C1=CC=CC=C1 (2,4-difluorobiphenyl), C(C)(=O)Cl (acetyl chloride). The solvent is C1=CC=CC=C1 (benzene), C1(=CC=CC=C1)C (toluene). Product: C(C)OC(CC(C)(O)C1=CC=C(C=C1)C1=C(C=C(C=C1)F)F)=O (3-(2',4'-difluoro-4-biphenylyl)-3-hydroxybutyric acid ethyl ester). Reaction SMILES: [C:1]([C:4]1[CH:9]=[CH:8][C:7]([C:10]2[CH:15]=[CH:14][C:13]([F:16])=[CH:12][C:11]=2[F:17])=[CH:6][CH:5]=1)(=[O:3])[CH3:2].FC1C=C(F)C=CC=1C1C=CC=CC=1.C(Cl)(=O)C.[Al+3].[Cl-].[Cl-].[Cl-].Br[CH2:41][C:42]([O:44][CH2:45][CH3:46])=[O:43]>C1(C)C=CC=CC=1.C1C=CC=CC=1>[CH2:45]([O:44][C:42](=[O:43])[CH2:41][C:1]([C:4]1[CH:9]=[CH:8][C:7]([C:10]2[CH:15]=[CH:14][C:13]([F:16])=[CH:12][C:11]=2[F:17])=[CH:6][CH:5]=1)([OH:3])[CH3:2])[CH3:46] |f:3.4.5.6|. Procedure: 23.2 g. of 4-acetyl-2',4'-difluorobiphenyl, obtainable by reacting 2,4-difluorobiphenyl with acetyl chloride in the presence of AlCl3, and 11.1 ml. of ethyl bromoacetate are dissolved in a mixture of 75 ml. of benzene and 75 ml. of toluene. A 40 ml. portion of the resulting solution is added to 7 g. of zinc powder, previously washed successively with 1% hydrochloric acid, water and acetone and dried and the mixture is warmed to 70° with stirring and under a nitrogen atmosphere. After the reactio... Starting materials: BrC1=CN(C(C2=CC=C(C=C12)OC)=O)C1=CC=C(C=C1)OC (4-Bromo-6-methoxy-2-(4-methoxyphenyl)isoquinolin-1(2H)-one), C(Cl)Cl (Methylene chloride), B(Br)(Br)Br (Boron tribromide). Solvent: O (water). Product: BrC1=CN(C(C2=CC=C(C=C12)O)=O)C1=CC=C(C=C1)O (4-Bromo-6-hydroxy-2-(4-hydroxyphenyl)isoquinolin-1(2H)-one). Yield: 49.4%. RXN SMILES: [Br:1][C:2]1[C:11]2[C:6](=[CH:7][CH:8]=[C:9]([O:12]C)[CH:10]=2)[C:5](=[O:14])[N:4]([C:15]2[CH:20]=[CH:19][C:18]([O:21]C)=[CH:17][CH:16]=2)[CH:3]=1.C(Cl)Cl.B(Br)(Br)Br>O>[Br:1][C:2]1[C:11]2[C:6](=[CH:7][CH:8]=[C:9]([OH:12])[CH:10]=2)[C:5](=[O:14])[N:4]([C:15]2[CH:20]=[CH:19][C:18]([OH:21])=[CH:17][CH:16]=2)[CH:3]=1. Reported procedure: 4-Bromo-6-methoxy-2-(4-methoxyphenyl)isoquinolin-1(2H)-one (0.22 g, 0.61 mmol) was placed in a dry 150 mL single-necked flask fitted with a stirring bar and septa. Methylene chloride (30 mL) was added via a syringe. Boron tribromide (1.83 mL of 1.0 M methylene chloride solution) was added dropwise with stirring under argon atmosphere at room temperature. The reaction mixture was allowed to stir at room temperature for 20 hours. Then, 20 mL of water was added to quench the reaction. The mixture w... Starting materials: C(C1=CC=CC=C1)N1CCOC2=C(C1=O)C=CC=C2Br (4-benzyl-9-bromo-3,4-dihydro-1,4-benzoxazepine-5 (2H)-one), B.O1CCCC1 (borane tetrahydrofuran), CO (methanol), [OH-].[Na+] (sodium hydroxide). Run in O1CCCC1 (tetrahydrofuran). Reaction conditions: temperature 60 celsius, time 2 hour. Yields the product C(C1=CC=CC=C1)N1CCOC2=C(C1)C=CC=C2Br (4-benzyl-9-bromo-2,3,4,5-tetrahydro-1,4-benzoxazepine). Yield: 80.8%. RXN SMILES: [CH2:1]([N:8]1[C:14](=O)[C:13]2[CH:16]=[CH:17][CH:18]=[C:19]([Br:20])[C:12]=2[O:11][CH2:10][CH2:9]1)[C:2]1[CH:7]=[CH:6][CH:5]=[CH:4][CH:3]=1.B.O1CCCC1.CO.[OH-].[Na+]>O1CCCC1>[CH2:1]([N:8]1[CH2:14][C:13]2[CH:16]=[CH:17][CH:18]=[C:19]([Br:20])[C:12]=2[O:11][CH2:10][CH2:9]1)[C:2]1[CH:3]=[CH:4][CH:5]=[CH:6][CH:7]=1 |f:1.2,4.5|. Procedure details: To a solution of 4-benzyl-9-bromo-3,4-dihydro-1,4-benzoxazepine-5 (2H)-one (8.00 g, 24.1 mmol) in tetrahydrofuran (80 ml) was added 1M borane-tetrahydrofuran solution (96.4 ml, 96.4 mmol), and the mixture was stirred at 60° C. for 2 hr. Under ice-cooling, methanol (240 ml) and sodium hydroxide (20.8 g, 519 mmol) were added, and the mixture was stirred at room temperature for 2 hr, and the solvent was evaporated under reduced pressure. The residue was poured into water and the mixture was extract... The reactants are [Si](C)(C)(C(C)(C)C)O[C@H](C)[C@H]1C(N[C@@H]1[C@H](C(C(C)(C)O)=O)C)=O ((3S,4R)-3-[(1R)-1-(t-butyldimethylsilyloxy)ethyl]-4-[(1R)-3-hydroxy-1,3-dimethyl-2-oxobutyl]-2-azetidinone), solution, I(=O)(=O)(=O)[O-].[Na+] (sodium periodate), C(C)(=O)O (acetic acid). Reported procedure: To a solution of (3S,4R)-3-[(1R)-1-(t-butyldimethylsilyloxy)ethyl]-4-[(1R)-3-hydroxy-1,3-dimethyl-2-oxobutyl]-2-azetidinone (135 mg) in tetrahydrofuran (4 ml) was added 1M solution of sodium periodate buffered with acetic acid (mole ratio 1:1) (7.8 ml) at room temperature and the mixture was stirred for 1 day at the same temperature. The reaction mixture was evaporated, acidified, and extracted twice with dichloromethane. The organic layer was washed twice with brine, dried over magnesium sulfat... Run at time 1 day. Product: [Si](C)(C)(C(C)(C)C)O[C@H](C)[C@@H]1[C@H](NC1=O)[C@H](C(=O)O)C ((2R)-2-[(2S,3S)-3-{(1R)-1-(t-butyldimethylsilyloxy)ethyl}-4-oxoazetidin-2-yl]propionic acid). As a reaction SMILES: [Si:1]([O:8][C@@H:9]([C@@H:11]1[C@@H:14]([C@@H:15]([CH3:22])[C:16](=[O:21])C(O)(C)C)[NH:13][C:12]1=[O:23])[CH3:10])([C:4]([CH3:7])([CH3:6])[CH3:5])([CH3:3])[CH3:2].I([O-])(=O)(=O)=[O:25].[Na+].C(O)(=O)C>O1CCCC1>[Si:1]([O:8][C@@H:9]([C@H:11]1[C:12](=[O:23])[NH:13][C@@H:14]1[C@@H:15]([CH3:22])[C:16]([OH:21])=[O:25])[CH3:10])([C:4]([CH3:5])([CH3:6])[CH3:7])([CH3:2])[CH3:3] |f:1.2|. The solvent is O1CCCC1 (tetrahydrofuran). Reactants: CN(N)[C@H]1[C@@H](C2=CC=CC=C2C1)O ((1R,2R)-2-(1-methylhydrazino)-1-indanol), C(\C=C/C(=O)O)(=O)O (maleic acid), CCO (EtOH). Solvent: CCOCC (Et2O). Product: C(COC(=O)CC(C(=O)O)O)O (hydrogenmaleate). Reaction SMILES: CN([C@@H:4]1CC2C(=CC=CC=2)[C@H:5]1[OH:13])N.[C:14]([OH:21])(=[O:20])/[CH:15]=[CH:16]\[C:17]([OH:19])=[O:18].CC[OH:24]>CCOCC>[CH2:5]([OH:13])[CH2:4][O:18][C:17]([CH2:16][CH:15]([OH:24])[C:14]([OH:21])=[O:20])=[O:19]. Procedure details: (1R,2R)-2-(1-methylhydrazino)-1-indanol (1.45 g, 8.1 mmol, prepared from (1R,2R)-2-methylamino-1-indanol (1.63 g, 10 mmol) according to Example 1) was treated with an equivalent amount of maleic acid in a mixture of EtOH and Et2O to give crystalline hydrogenmaleate salt which was filtered off and recrystallized. The reactants are CC1(CCC(C2=CC=CC=C12)C(=O)O)C (1,1-dimethyl-tetralin-4-carboxylic acid), C1(=CC=C(C=C1)S(=O)(=O)O)C (paratoluenesulphonic acid). The solvent is alcohol. Yields the product C(C)OC(=O)C1CCC(C2=CC=CC=C12)(C)C (1,1-Dimethyl-tetralin-4-carboxylic acid ethyl ester). Yield: 63.0%. RXN SMILES: [CH3:1][C:2]1([CH3:15])[C:11]2[C:6](=[CH:7][CH:8]=[CH:9][CH:10]=2)[CH:5]([C:12]([OH:14])=[O:13])[CH2:4][CH2:3]1.[C:16]1(C)C=CC(S(O)(=O)=O)=C[CH:17]=1>>[CH2:16]([O:13][C:12]([CH:5]1[C:6]2[C:11](=[CH:10][CH:9]=[CH:8][CH:7]=2)[C:2]([CH3:15])([CH3:1])[CH2:3][CH2:4]1)=[O:14])[CH3:17]. Reported procedure: 248 g of 1,1-dimethyl-tetralin-4-carboxylic acid in 1.740 liters of absolute alcohol are held at reflux temperature for 6 hours with 24.8 g of paratoluenesulphonic acid in a 3-liter flask provided with a thermometer, stirrer and reflux condenser. The excess alcohol is then distilled off under a slight vacuum and the residue is poured into ice/water. The mixture is extracted with ether, washed neutral, dried, filtered, evaporated and distilled, there being thus obtained 177 g of 1,1-dimethyl-tetr... Starting materials: [BH4-].[Na+] (Sodium borohydride), CO (MeOH), COC(CCCCCCN1C(CCC[C@@H]1\C=C\C(CC1=CC=CC=C1)=O)=O)=O (7-[(R)-2-oxo-6-((E)-3-oxo-4-phenyl-but-1-enyl)-piperidin-1-yl]-heptanoic acid methyl ester). Solvent: C(Cl)Cl (CH2Cl2). Run at time 3 hour. Product: COC(CCCCCCN1[C@H](CCCC1=O)\C=C\C(CC1=CC=CC=C1)O)=O (7-[(R)-2-((E)-3-Hydroxy-4-phenyl-but-1-enyl)-6-oxo-piperidin-1-yl]-heptanoic Acid Methyl Ester). The yield is 55.5%. Reaction SMILES: [BH4-].[Na+].CO.[CH3:5][O:6][C:7](=[O:32])[CH2:8][CH2:9][CH2:10][CH2:11][CH2:12][CH2:13][N:14]1[C@@H:19](/[CH:20]=[CH:21]/[C:22](=[O:30])[CH2:23][C:24]2[CH:29]=[CH:28][CH:27]=[CH:26][CH:25]=2)[CH2:18][CH2:17][CH2:16][C:15]1=[O:31]>C(Cl)Cl>[CH3:5][O:6][C:7](=[O:32])[CH2:8][CH2:9][CH2:10][CH2:11][CH2:12][CH2:13][N:14]1[C:15](=[O:31])[CH2:16][CH2:17][CH2:18][C@@H:19]1/[CH:20]=[CH:21]/[CH:22]([OH:30])[CH2:23][C:24]1[CH:29]=[CH:28][CH:27]=[CH:26][CH:25]=1 |f:0.1|. Procedure: Sodium borohydride (35 mg, 0.93 mmol), followed by MeOH (0.25 mL), was added to a solution of 7-[(R)-2-oxo-6-((E)-3-oxo-4-phenyl-but-1-enyl)-piperidin-1-yl]-heptanoic acid methyl ester (36 mg, 0.093 mmol) in CH2Cl2 (0.75 mL) at 0° C. The mixture was allowed to warm to rt. After 3 h at rt, the reaction was quenched with aqueous HCl (0.5 M, 5 mL) and extracted with EtOAc (3×10 mL). The combined organic phase was washed with saturated aqueous NaHCO3 (10 mL) and brine (10 mL) then dried (Na2SO4), fi...